Task: describe an organic reaction: reactants, conditions, products, and yield. Dataset: the Open Reaction Database (ORD), a public repository of structured organic reaction records The product is NC1=C(C(=O)NCC(=O)NCC2CCN(CC2)CC2=C(C=CC(=C2)Br)OCC)C=C(C(=C1)F)F (4-[{N-(2-amino-4,5-difluorobenzoyl)glycyl}aminomethyl]-1-(5-bromo-2-ethoxybenzyl)piperidine). Reactants: [BH3-]C#N.[Na+] (NaBH3CN), C(C)(C)(C)OC(=O)NC1=C(C(=O)NCC(=O)NCC2CCNCC2)C=C(C(=C1)F)F (4-[{N-(2-(tert-butoxycarbonylamino)-4,5-difluorobenzoyl)glycyl}aminomethyl]piperidine), BrC=1C=CC(=C(C=O)C1)OCC (5-bromo-2-ethoxybenzaldehyde), C(C)(=O)O (acetic acid). Run in CO (methanol), CO (methanol). Conditions: temperature 50 celsius, time 13 hour. Reported procedure: To a mixture of 4-[{N-(2-(tert-butoxycarbonylamino)-4,5-difluorobenzoyl)glycyl}aminomethyl]piperidine (0.050 mmol), 5-bromo-2-ethoxybenzaldehyde (0.15 mmol), methanol (1.2 mL), and acetic acid (0.030 mL) was added NaBH3CN (0.25 mmol) in methanol (0.50 mL). The reaction mixture was stirred at 50° C. for 13 h. The mixture was cooled to room temperature, loaded onto Varian™ SCX column, and washed with CH3OH (5 mL×3). Product was eluted off using 2 N NH3 in CH3OH (5 mL) and concentrated. To the resu... As a reaction SMILES: C(OC([NH:8][C:9]1[CH:28]=[C:27]([F:29])[C:26]([F:30])=[CH:25][C:10]=1[C:11]([NH:13][CH2:14][C:15]([NH:17][CH2:18][CH:19]1[CH2:24][CH2:23][NH:22][CH2:21][CH2:20]1)=[O:16])=[O:12])=O)(C)(C)C.[Br:31][C:32]1[CH:33]=[CH:34][C:35]([O:40][CH2:41][CH3:42])=[C:36]([CH:39]=1)[CH:37]=O.C(O)(=O)C.[BH3-]C#N.[Na+]>CO>[NH2:8][C:9]1[CH:28]=[C:27]([F:29])[C:26]([F:30])=[CH:25][C:10]=1[C:11]([NH:13][CH2:14][C:15]([NH:17][CH2:18][CH:19]1[CH2:20][CH2:21][N:22]([CH2:37][C:36]2[CH:39]=[C:32]([Br:31])[CH:33]=[CH:34][C:35]=2[O:40][CH2:41][CH3:42])[CH2:23][CH2:24]1)=[O:16])=[O:12] |f:3.4|. Starting materials: CC(c1ccc(Br)cc1)N1CCC(CC(C)(C)O)(c2ccccc2)OC1=O, O=C([O-])[O-], C1COCCO1, [Cs+], [Cs+], O=c1ccc(B(O)O)c[nH]1. The product is CC(c1ccc(-c2ccc(=O)[nH]c2)cc1)N1CCC(CC(C)(C)O)(c2ccccc2)OC1=O. Reaction SMILES: [Br:1][c:2]1[cH:3][cH:4][c:5]([CH:8]([CH3:9])[N:10]2[C:11](=[O:27])[O:12][C:13]([c:16]3[cH:17][cH:18][cH:19][cH:20][cH:21]3)([CH2:22][C:23]([CH3:24])([CH3:25])[OH:26])[CH2:14][CH2:15]2)[cH:6][cH:7]1.[C:38](=[O:39])([O-:40])[O-:41].[CH2:44]1[O:45][CH2:46][CH2:47][O:48][CH2:49]1.[Cs+:42].[Cs+:43].[O:28]=[c:29]1[cH:30][cH:31][c:32]([B:35]([OH:36])[OH:37])[cH:33][nH:34]1>>[c:2]1(-[c:32]2[cH:31][cH:30][c:29](=[O:28])[nH:34][cH:33]2)[cH:3][cH:4][c:5]([CH:8]([CH3:9])[N:10]2[C:11](=[O:27])[O:12][C:13]([c:16]3[cH:17][cH:18][cH:19][cH:20][cH:21]3)([CH2:22][C:23]([CH3:24])([CH3:25])[OH:26])[CH2:14][CH2:15]2)[cH:6][cH:7]1. Starting materials: C1CCC2CCCCC2C1, ClC(Cl)Cl, [Cu], OCCc1ccc(I)cc1, [K+], [OH-], C1=Cc2ccccc2Nc2ccccc21. Yields the product OCCc1ccc(N2c3ccccc3C=Cc3ccccc32)cc1. As a reaction SMILES: [CH2:28]1[CH2:29][CH:30]2[CH:31]([CH2:32][CH2:33][CH2:34][CH2:35]2)[CH2:36][CH2:37]1.[CH:39]([Cl:40])([Cl:41])[Cl:42].[Cu:38].[I:16][c:17]1[cH:18][cH:19][c:20]([CH2:21][CH2:22][OH:23])[cH:24][cH:25]1.[K+:27].[OH-:26].[cH:1]1[cH:2][cH:3][cH:4][c:5]2[c:11]1[CH:10]=[CH:9][c:8]1[c:7]([cH:15][cH:14][cH:13][cH:12]1)[NH:6]2>>[cH:1]1[cH:2][cH:3][cH:4][c:5]2[c:11]1[CH:10]=[CH:9][c:8]1[c:7]([cH:15][cH:14][cH:13][cH:12]1)[N:6]2[c:17]1[cH:18][cH:19][c:20]([CH2:21][CH2:22][OH:23])[cH:24][cH:25]1. Starting materials: CC(=O)N(c1ccc(Cl)cc1)C1CC(C)N(C(=O)c2ccc(C=CC(=O)O)cc2)c2ccccc21, CCO, ClCCl. Product: CC(=O)N(c1ccc(Cl)cc1)C1CC(C)N(C(=O)c2ccc(CCC(=O)O)cc2)c2ccccc21. RXN SMILES: [C:1]([CH3:2])(=[O:3])[N:4]([CH:5]1[CH2:6][CH:7]([CH3:28])[N:8]([C:15](=[O:16])[c:17]2[cH:18][cH:19][c:20]([CH:23]=[CH:24][C:25](=[O:26])[OH:27])[cH:21][cH:22]2)[c:9]2[cH:10][cH:11][cH:12][cH:13][c:14]21)[c:29]1[cH:30][cH:31][c:32]([Cl:35])[cH:33][cH:34]1.[CH3:36][CH2:37][OH:38].[Cl:39][CH2:40][Cl:41]>>[C:1]([CH3:2])(=[O:3])[N:4]([CH:5]1[CH2:6][CH:7]([CH3:28])[N:8]([C:15](=[O:16])[c:17]2[cH:18][cH:19][c:20]([CH2:23][CH2:24][C:25](=[O:26])[OH:27])[cH:21][cH:22]2)[c:9]2[cH:10][cH:11][cH:12][cH:13][c:14]21)[c:29]1[cH:30][cH:31][c:32]([Cl:35])[cH:33][cH:34]1. The reactants are NC=1N=NC(=C(N1)C1=CC=CC=C1)C=1C=CC(=NC1)N(C([O-])=O)C (5-(3-amino-5-phenyl-1,2,4-triazin-6-yl)pyridin-2-yl(methyl)carbamate), FC(C(=O)O)(F)F (trifluoroacetic acid). Solvent: ClCCl (dichloromethane). Yields the product CNC1=CC=C(C=N1)C1=C(N=C(N=N1)N)C1=CC=CC=C1 (6-(6-(Methylamino)pyridin-3-yl)-5-phenyl-1,2,4-triazin-3-amine). The yield is 71.4%. Reaction SMILES: [NH2:1][C:2]1[N:3]=[N:4][C:5]([C:14]2[CH:15]=[CH:16][C:17]([N:20](C)[C:21](=O)[O-])=[N:18][CH:19]=2)=[C:6]([C:8]2[CH:13]=[CH:12][CH:11]=[CH:10][CH:9]=2)[N:7]=1.FC(F)(F)C(O)=O>ClCCl>[CH3:21][NH:20][C:17]1[N:18]=[CH:19][C:14]([C:5]2[N:4]=[N:3][C:2]([NH2:1])=[N:7][C:6]=2[C:8]2[CH:9]=[CH:10][CH:11]=[CH:12][CH:13]=2)=[CH:15][CH:16]=1. Procedure details: 6-(6-(Methylamino)pyridin-3-yl)-5-phenyl-1,2,4-triazin-3-amine (49.5 mg, 0.177 mmol, 71.4%) was prepared from 5-(3-amino-5-phenyl-1,2,4-triazin-6-yl)pyridin-2-yl(methyl)carbamate (vide supra), by BOC deprotection with trifluoroacetic acid (0.4 mL) in dichloromethane (1.6 mL) for 1 hour at room temperature. The reactants are O (water), BrC1=C(OCC2(COC2)COC2=C(C(=C(C(=C2Br)Br)Br)Br)Br)C(=CC(=C1)Br)Br (3-[2,4,6-tribromophenoxymethyl]-3-[pentabromophenoxymethyl]oxetane), O (water), S(O)(O)(=O)=O (sulfuric acid). The solvent is O1CCOCC1 (dioxane), O1CCOCC1 (dioxane). Yields the product BrC1=C(C(=C(C(=C1OCC(CO)(CO)COC1=C(C=C(C=C1Br)Br)Br)Br)Br)Br)Br (2-[pentabromophenoxymethyl]-2-[2,4,6-tribromophenoxymethyl]-1,3-propanediol). As a reaction SMILES: [Br:1][C:2]1[CH:26]=[C:25]([Br:27])[CH:24]=[C:23]([Br:28])[C:3]=1[O:4][CH2:5][C:6]1([CH2:10][O:11][C:12]2[C:17]([Br:18])=[C:16]([Br:19])[C:15]([Br:20])=[C:14]([Br:21])[C:13]=2[Br:22])[CH2:9][O:8][CH2:7]1.O.S(=O)(=O)(O)[OH:31]>O1CCOCC1>[Br:18][C:17]1[C:12]([O:11][CH2:10][C:6]([CH2:5][O:4][C:3]2[C:2]([Br:1])=[CH:26][C:25]([Br:27])=[CH:24][C:23]=2[Br:28])([CH2:7][OH:8])[CH2:9][OH:31])=[C:13]([Br:22])[C:14]([Br:21])=[C:15]([Br:20])[C:16]=1[Br:19]. Reported procedure: A mixture of the oxetane derivative of Example 2 (47.5 g., 0.053 moles), dioxane (290 ml.), water (10 ml.) and 1 g. of conc. sulfuric acid was stirred and refluxed 22 hours. The cooled reaction mixture was poured into 1.5 liters of water. A gummy solid formed which became crystalline when heated with dioxane. This product was recrystallized twice from dioxane, yielding 19.4 g. of the desired product which had a melting point of 184°-187° C. The reactants are CN(S(=O)(=O)C1=NC=CC=C1)C1=C(C(=CC=C1)Cl)Cl (N-methyl-N-(2,3-dichlorophenyl)-2-pyridinesulfonamide), C(C)(=O)OO (peracetic acid). Yields the product CN(S(=O)(=O)C=1[N+](=CC=CC1)[O-])C1=C(C(=CC=C1)Cl)Cl (N-methyl-N-(2,3-dichlorophenyl)-2-pyridinesulfonamide 1-oxide). As a reaction SMILES: [CH3:1][N:2]([C:12]1[CH:17]=[CH:16][CH:15]=[C:14]([Cl:18])[C:13]=1[Cl:19])[S:3]([C:6]1[CH:11]=[CH:10][CH:9]=[CH:8][N:7]=1)(=[O:5])=[O:4].C(OO)(=[O:22])C>>[CH3:1][N:2]([C:12]1[CH:17]=[CH:16][CH:15]=[C:14]([Cl:18])[C:13]=1[Cl:19])[S:3]([C:6]1[N+:7]([O-:22])=[CH:8][CH:9]=[CH:10][CH:11]=1)(=[O:4])=[O:5]. Reported procedure: N-methyl-N-(2,3-dichlorophenyl)-2-pyridinesulfonamide (1.7 g, 5.3 mmol) is treated with 40% peracetic acid (approx. 12 ml) at 35°-45° under N2 for 14 hours. The excess peracetic acid is removed under vacuum, and the residue is diluted with methylene chloride, poured into water, neutralized with aq. sodium bicarbonate, washed with brine, dried and evaporated to dryness to give, after purification, the title compound (compound 1, Table A).